From a dataset of the Open Reaction Database (ORD), a public repository of structured organic reaction records. describe an organic reaction: reactants, conditions, products, and yield Reactants: CCC#CC=CCCCO, Cc1ccc(S(=O)(=O)Cl)cc1, c1ccncc1. Product: CCC#CC=CCCCOS(=O)(=O)c1ccc(C)cc1. Reaction SMILES: [CH2:12]([CH2:13][CH2:14][CH:15]=[CH:16][C:17]#[C:18][CH2:19][CH3:20])[OH:21].[c:1]1([CH3:11])[cH:2][cH:3][c:4]([S:7](=[O:8])(=[O:9])[Cl:10])[cH:5][cH:6]1.[cH:22]1[cH:23][cH:24][n:25][cH:26][cH:27]1>>[c:1]1([CH3:11])[cH:2][cH:3][c:4]([S:7](=[O:8])(=[O:9])[O:21][CH2:12][CH2:13][CH2:14][CH:15]=[CH:16][C:17]#[C:18][CH2:19][CH3:20])[cH:5][cH:6]1.